Dataset: the Open Reaction Database (ORD), a public repository of structured organic reaction records. Task: describe an organic reaction: reactants, conditions, products, and yield The reactants are C1CCOC1, CO, Cl, [Na+], [OH-], COC(=O)C1=Cc2cc(C#Cc3ccccc3)ccc2OCC1. Yields the product O=C(O)C1=Cc2cc(C#Cc3ccccc3)ccc2OCC1. Reaction SMILES: [CH2:29]1[O:30][CH2:31][CH2:32][CH2:33]1.[CH3:24][OH:25].[ClH:28].[Na+:27].[OH-:26].[c:1]1([C:7]#[C:8][c:9]2[cH:10][cH:11][c:12]3[c:13]([cH:23]2)[CH:14]=[C:15]([C:19](=[O:20])[O:21][CH3:22])[CH2:16][CH2:17][O:18]3)[cH:2][cH:3][cH:4][cH:5][cH:6]1>>[c:1]1([C:7]#[C:8][c:9]2[cH:10][cH:11][c:12]3[c:13]([cH:23]2)[CH:14]=[C:15]([C:19](=[O:20])[OH:21])[CH2:16][CH2:17][O:18]3)[cH:2][cH:3][cH:4][cH:5][cH:6]1. The reactants are C1(CCC1)C(=O)Cl (Cyclobutanecarbonyl chloride), [OH-].[Na+] (NaOH), C1=CC=CC=2C3=CC=CC=C3C(C12)COC(=O)N[C@H](C(=O)O)CCN ((S)-2-((((9H-fluoren-9-yl)methoxy)carbonyl)amino)-4-aminobutanoic acid), [OH-].[Na+] (NaOH). The solvent is C1CCOC1 (THF). Conditions: time 1 hour. The product is C1=CC=CC=2C3=CC=CC=C3C(C12)COC(=O)N[C@H](C(=O)O)CCNC(=O)C1CCC1 ((S)-2-((((9H-fluoren-9-yl)methoxy)carbonyl)amino)-4-(cyclobutanecarboxamido)butanoic acid). As a reaction SMILES: [CH:1]1([C:5](Cl)=[O:6])[CH2:4][CH2:3][CH2:2]1.[OH-].[Na+].[CH:10]1[C:22]2[CH:21]([CH2:23][O:24][C:25]([NH:27][C@@H:28]([CH2:32][CH2:33][NH2:34])[C:29]([OH:31])=[O:30])=[O:26])[C:20]3[C:15](=[CH:16][CH:17]=[CH:18][CH:19]=3)[C:14]=2[CH:13]=[CH:12][CH:11]=1>C1COCC1>[CH:19]1[C:20]2[CH:21]([CH2:23][O:24][C:25]([NH:27][C@@H:28]([CH2:32][CH2:33][NH:34][C:5]([CH:1]3[CH2:4][CH2:3][CH2:2]3)=[O:6])[C:29]([OH:31])=[O:30])=[O:26])[C:22]3[C:14](=[CH:13][CH:12]=[CH:11][CH:10]=3)[C:15]=2[CH:16]=[CH:17][CH:18]=1 |f:1.2|. Reported procedure: Cyclobutanecarbonyl chloride (69.7 mg, 0.588 mmol) and NaOH (0.705 mL, 0.705 mmol) were dropped at the same time to a stirred solution of (S)-2-((((9H-fluoren-9-yl)methoxy)carbonyl)amino)-4-aminobutanoic acid (200 mg, 0.588 mmol) in THF (1.5 mL) and of NaOH (1N, 0.7 mL) at 0° C. The reaction mixture was allowed to stir at rt for 1 h at which time LC-MS showed desired product peak. The reaction solution was acidified with 1N HCl and extracted with EtOAc (60 mL×1). The crude was purified via flash... Starting materials: CCOC(=O)C1CCN(C(=O)C=Cc2ccc(Sc3ccc4c(ccn4C)c3)c(Cl)c2)CC1, [K+], [Na+], [OH-], [OH-]. Product: Cn1ccc2cc(Sc3ccc(C=CC(=O)N4CCC(C(=O)O)CC4)cc3Cl)ccc21. As a reaction SMILES: [CH3:1][n:2]1[cH:3][cH:4][c:5]2[cH:6][c:7]([S:11][c:12]3[c:13]([Cl:33])[cH:14][c:15]([CH:18]=[CH:19][C:20](=[O:21])[N:22]4[CH2:23][CH2:24][CH:25]([C:28](=[O:29])[O:30][CH2:31][CH3:32])[CH2:26][CH2:27]4)[cH:16][cH:17]3)[cH:8][cH:9][c:10]12.[K+:35].[Na+:37].[OH-:34].[OH-:36]>>[CH3:1][n:2]1[cH:3][cH:4][c:5]2[cH:6][c:7]([S:11][c:12]3[c:13]([Cl:33])[cH:14][c:15]([CH:18]=[CH:19][C:20](=[O:21])[N:22]4[CH2:23][CH2:24][CH:25]([C:28](=[O:29])[OH:30])[CH2:26][CH2:27]4)[cH:16][cH:17]3)[cH:8][cH:9][c:10]12. Starting materials: ClC=1C=C(C(=NC1)N1N=CC=2C1=NC=NC2O[C@H](C(=O)NC2=NC=C(N=C2)C)COC2CCC2)C(F)(F)F ((2S)-2-(1-(5-chloro-3-(trifluoromethyl)pyridin-2-yl)-1H-pyrazolo[3,4-d]pyrimidin-4-yloxy)-3-cyclobutoxy-N-(5-methylpyrazin-2-yl)propanamide). The reagents and catalysts are [Pd] (Palladium on carbon). Run in C(C)O (ethanol). Reaction conditions: time 8 hour. Yields the product C1(CCC1)OC[C@@H](C(=O)NC1=NC=C(N=C1)C)OC1=NC=NC2=C1C=NN2C2=NC=CC=C2C(F)(F)F ((2S)-3-cyclobutyloxy-N-(5-methylpyrazin-2-yl)-2-[1-[3-(trifluoromethyl)pyridin-2-yl]pyrazolo[4,5-e]pyrimidin-4-yl]oxypropanamide). Isolated yield 32.0%. RXN SMILES: Cl[C:2]1[CH:3]=[C:4]([C:35]([F:38])([F:37])[F:36])[C:5]([N:8]2[C:12]3=[N:13][CH:14]=[N:15][C:16]([O:17][C@@H:18]([CH2:29][O:30][CH:31]4[CH2:34][CH2:33][CH2:32]4)[C:19]([NH:21][C:22]4[CH:27]=[N:26][C:25]([CH3:28])=[CH:24][N:23]=4)=[O:20])=[C:11]3[CH:10]=[N:9]2)=[N:6][CH:7]=1>[Pd].C(O)C>[CH:31]1([O:30][CH2:29][C@H:18]([O:17][C:16]2[C:11]3[CH:10]=[N:9][N:8]([C:5]4[C:4]([C:35]([F:37])([F:38])[F:36])=[CH:3][CH:2]=[CH:7][N:6]=4)[C:12]=3[N:13]=[CH:14][N:15]=2)[C:19]([NH:21][C:22]2[CH:27]=[N:26][C:25]([CH3:28])=[CH:24][N:23]=2)=[O:20])[CH2:32][CH2:33][CH2:34]1. Procedure details: 10% Palladium on carbon (200 mg, 1.88 mmol) and (2S)-2-(1-(5-chloro-3-(trifluoromethyl)pyridin-2-yl)-1H-pyrazolo[3,4-d]pyrimidin-4-yloxy)-3-cyclobutoxy-N-(5-methylpyrazin-2-yl)propanamide (Example 138) (501 mg, 0.91 mmol) in ethanol was stirred under an atmosphere of hydrogen at ambient temperature for 20 hours. The mixture was filtered and fresh catalyst (200 mg) added and the mixture stirred under hydrogen atmosphere for 8 hours. The mixture was filtered, triethylamine (1 mL) added, and the mi... The reactants are CC1(N2CCC(N3C(=O)NC4CCCCC43)CC2)CCNCC1, Cc1ccccc1, CCN(C(C)C)C(C)C, CC(C)OC(=O)Cl, ClCCl, [Na+], O=C([O-])O. The product is CC(C)OC(=O)N1CCC(C)(N2CCC(N3C(=O)NC4CCCCC43)CC2)CC1. RXN SMILES: [CH3:1][C:2]1([N:8]2[CH2:9][CH2:10][CH:11]([N:14]3[C:15](=[O:23])[NH:16][CH:17]4[CH:18]3[CH2:19][CH2:20][CH2:21][CH2:22]4)[CH2:12][CH2:13]2)[CH2:3][CH2:4][NH:5][CH2:6][CH2:7]1.[CH3:40][c:41]1[cH:42][cH:43][cH:44][cH:45][cH:46]1.[CH:24]([N:25]([CH:26]([CH3:27])[CH3:28])[CH2:29][CH3:30])([CH3:31])[CH3:32].[Cl:33][C:34](=[O:35])[O:36][CH:37]([CH3:38])[CH3:39].[Cl:52][CH2:53][Cl:54].[Na+:51].[O-:47][C:48]([OH:49])=[O:50]>>[CH3:1][C:2]1([N:8]2[CH2:9][CH2:10][CH:11]([N:14]3[C:15](=[O:23])[NH:16][CH:17]4[CH:18]3[CH2:19][CH2:20][CH2:21][CH2:22]4)[CH2:12][CH2:13]2)[CH2:3][CH2:4][N:5]([C:34](=[O:35])[O:36][CH:37]([CH3:38])[CH3:39])[CH2:6][CH2:7]1. Reactants: CC(=O)O[BH-](OC(C)=O)OC(C)=O, C=O, CC(=O)O, CCN(C(C)C)C(C)C, CNC(=O)C1(N(C)Cc2cc3c(Nc4cccc(Cl)c4F)ncnc3cc2OC)CNC1, ClCCCl, Cl, [Na+]. The product is CNC(=O)C1(N(C)Cc2cc3c(Nc4cccc(Cl)c4F)ncnc3cc2OC)CN(C)C1. As a reaction SMILES: [C:45]([O:46][BH-:47]([O:48][C:49](=[O:50])[CH3:51])[O:52][C:53](=[O:54])[CH3:55])(=[O:56])[CH3:57].[CH2:34]=[O:35].[CH3:59][C:60](=[O:61])[OH:62].[CH:36]([N:37]([CH:38]([CH3:39])[CH3:40])[CH2:41][CH3:42])([CH3:43])[CH3:44].[Cl:2][c:3]1[c:4]([F:33])[c:5]([NH:9][c:10]2[n:11][cH:12][n:13][c:14]3[cH:15][c:16]([O:31][CH3:32])[c:17]([CH2:20][N:21]([C:22]4([C:26](=[O:27])[NH:28][CH3:29])[CH2:23][NH:24][CH2:25]4)[CH3:30])[cH:18][c:19]23)[cH:6][cH:7][cH:8]1.[Cl:63][CH2:64][CH2:65][Cl:66].[ClH:1].[Na+:58]>>[Cl:2][c:3]1[c:4]([F:33])[c:5]([NH:9][c:10]2[n:11][cH:12][n:13][c:14]3[cH:15][c:16]([O:31][CH3:32])[c:17]([CH2:20][N:21]([C:22]4([C:26](=[O:27])[NH:28][CH3:29])[CH2:23][N:24]([CH3:36])[CH2:25]4)[CH3:30])[cH:18][c:19]23)[cH:6][cH:7][cH:8]1. The reactants are resultant mixture, C(C)(C)(C)OC(NC1=CC=C(C=C1)SC1=C(C=C(C=C1)OC(C)C1=CC=CC=C1)[N+](=O)[O-])=O ({4-[2-Nitro-4-(1-phenyl-ethoxy)-phenylsulfanyl]-phenyl}-carbamic acid tert-butyl ester), [Cl-].[NH4+] (ammonium chloride), O1CCCC1 (tetrahydrofuran), O (water). The reagents and catalysts are [Fe] (iron). Run in CO (methanol), CO (methanol). The product is C(C)(C)(C)OC(NC1=CC=C(C=C1)SC1=C(C=C(C=C1)OC(C)C1=CC=CC=C1)N)=O ({4-[2-Amino-4-(1-phenyl-ethoxy)-phenylsulfanyl]-phenyl}-carbamic acid tert-butyl ester). The yield is 31.9%. As a reaction SMILES: [C:1]([O:5][C:6](=[O:33])[NH:7][C:8]1[CH:13]=[CH:12][C:11]([S:14][C:15]2[CH:20]=[CH:19][C:18]([O:21][CH:22]([C:24]3[CH:29]=[CH:28][CH:27]=[CH:26][CH:25]=3)[CH3:23])=[CH:17][C:16]=2[N+:30]([O-])=O)=[CH:10][CH:9]=1)([CH3:4])([CH3:3])[CH3:2].[Cl-].[NH4+].O1CCCC1.O>CO.[Fe]>[C:1]([O:5][C:6](=[O:33])[NH:7][C:8]1[CH:13]=[CH:12][C:11]([S:14][C:15]2[CH:20]=[CH:19][C:18]([O:21][CH:22]([C:24]3[CH:25]=[CH:26][CH:27]=[CH:28][CH:29]=3)[CH3:23])=[CH:17][C:16]=2[NH2:30])=[CH:10][CH:9]=1)([CH3:2])([CH3:3])[CH3:4] |f:1.2|. Reported procedure: A solution of the product from Example 216C (1.78 g, 3.80 mmol), iron powder (0.85 g, 15.3 mmol) and ammonium chloride (0.25 g, 4.57 mmol) in a methanol (10 mL), tetrahydrofuran (10 mL), and water (5 mL) solution was heated to reflux for 1.5 hours. The resultant mixture was diluted with methanol (50 mL) and filtered through a pad of celite. The filtrate was concentrated under vacuum to a volume of 10 mL, the solution diluted with water (50 mL) and extracted with ethyl acetate (2×50 mL). The comb... RXN SMILES: [Br:1][CH2:2][CH2:3][CH:4]=[CH2:5].[C:19]([O-:20])(=[O:21])[CH3:22].[C:24]([O-:25])(=[O:26])[CH3:27].[CH3:14][CH2:15][O:16][CH2:17][CH3:18].[N+:6](=[N-:7])=[CH:8][C:9](=[O:10])[O:11][CH2:12][CH3:13].[Rh+2:23]>>[Br:1][CH2:2][CH2:3][CH:4]1[CH2:5][CH:8]1[C:9](=[O:10])[O:11][CH2:12][CH3:13]. The reactants are C=CCCBr, CC(=O)[O-], CC(=O)[O-], CCOCC, CCOC(=O)C=[N+]=[N-], [Rh+2]. Product: CCOC(=O)C1CC1CCBr. Reported procedure: 4-Hydroxy-3-nitrobenzaldehyde (0.334 g, 2.0 mmol) was added to a stirred mixture of 5-(1H-indol-2-yl)-2-methoxy-phenylamine (0.476 g, 2.0 mmol) in methylene chloride (125 mL), followed by acetic acid (0.2 g). The resulting mixture was stirred at room temperature for 1 hour. Sodium triacetoxyborohydride (0.46 g, 2.2 mmol) was added in one portion, and the resulting homogeneous solution was stirred at room temperature for 3 days. Saturoted aqueous sodium bicarbonate solution (100 mL) was added and... Solvent: C(Cl)Cl (methylene chloride), C(C)(=O)O (acetic acid). Run at time 1 hour. As a reaction SMILES: [OH:1][C:2]1[CH:9]=[CH:8][C:5]([CH:6]=O)=[CH:4][C:3]=1[N+:10]([O-:12])=[O:11].[NH:13]1[C:21]2[C:16](=[CH:17][CH:18]=[CH:19][CH:20]=2)[CH:15]=[C:14]1[C:22]1[CH:23]=[CH:24][C:25]([O:29][CH3:30])=[C:26]([NH2:28])[CH:27]=1.C(O[BH-](OC(=O)C)OC(=O)C)(=O)C.[Na+].C(=O)(O)[O-].[Na+]>C(Cl)Cl.C(O)(=O)C>[NH:13]1[C:21]2[C:16](=[CH:17][CH:18]=[CH:19][CH:20]=2)[CH:15]=[C:14]1[C:22]1[CH:23]=[CH:24][C:25]([O:29][CH3:30])=[C:26]([NH:28][CH2:6][C:5]2[CH:8]=[CH:9][C:2]([OH:1])=[C:3]([N+:10]([O-:12])=[O:11])[CH:4]=2)[CH:27]=1 |f:2.3,4.5|. The product is N1C(=CC2=CC=CC=C12)C=1C=CC(=C(C1)NCC1=CC(=C(C=C1)O)[N+](=O)[O-])OC ([5-(1H-Indol-2-yl)-2-methoxy-phenyl]-(4-hydroxy-3-nitro-benzyl)-amine). Starting materials: C(C)(=O)O[BH-](OC(C)=O)OC(C)=O.[Na+] (Sodium triacetoxyborohydride), C([O-])(O)=O.[Na+] (sodium bicarbonate), OC1=C(C=C(C=O)C=C1)[N+](=O)[O-] (4-Hydroxy-3-nitrobenzaldehyde), N1C(=CC2=CC=CC=C12)C=1C=CC(=C(C1)N)OC (5-(1H-indol-2-yl)-2-methoxy-phenylamine). Isolated yield 39.4%. Starting materials: CO, [K+], [OH-], CCOC(=O)N1CCc2nccnc2C1. The product is c1cnc2c(n1)CCNC2. Reaction SMILES: [CH3:18][OH:19].[K+:17].[OH-:16].[n:1]1[c:2]2[c:3]([n:4][cH:5][cH:6]1)[CH2:7][N:8]([C:11]([O:12][CH2:13][CH3:14])=[O:15])[CH2:9][CH2:10]2>>[n:1]1[c:2]2[c:3]([n:4][cH:5][cH:6]1)[CH2:7][NH:8][CH2:9][CH2:10]2.